Dataset: the Open Reaction Database (ORD), a public repository of structured organic reaction records. Task: describe an organic reaction: reactants, conditions, products, and yield The product is CC1(NC2=CC=C(C=C2C(=C1)CSCCC1=CC=CC=C1)C1=C(C=CC=C1)C(F)(F)F)C (2,2-Dimethyl-4-phenethylsulfanylmethyl-6-(2-trifluoromethylphenyl)-1,2-dihydroquinoline). Starting materials: CC1(NC2=CC=C(C=C2C(=C1)C)OS(=O)(=O)C(F)(F)F)C (Trifluoromethanesulfonic acid 2,2,4-trimethyl-1,2-dihydroquinolin-6-yl ester), FC(C1=C(C=CC=C1)B(O)O)(F)F (2-trifluoromethylphenylboronic acid), C1(=CC=CC=C1)CCS (2-phenylethanethiol). Procedure details: Trifluoromethanesulfonic acid 2,2,4-trimethyl-1,2-dihydroquinolin-6-yl ester was coupled with 2-trifluoromethylphenylboronic acid. Bromination and coupling reaction with 2-phenylethanethiol gave 49 mg of the title compound. Reaction SMILES: [CH3:1][C:2]1([CH3:21])[CH:11]=[C:10]([CH3:12])[C:9]2[C:4](=[CH:5][CH:6]=[C:7](OS(C(F)(F)F)(=O)=O)[CH:8]=2)[NH:3]1.[F:22][C:23]([F:34])([F:33])[C:24]1[CH:29]=[CH:28][CH:27]=[CH:26][C:25]=1B(O)O.[C:35]1([CH2:41][CH2:42][SH:43])[CH:40]=[CH:39][CH:38]=[CH:37][CH:36]=1>>[CH3:21][C:2]1([CH3:1])[CH:11]=[C:10]([CH2:12][S:43][CH2:42][CH2:41][C:35]2[CH:40]=[CH:39][CH:38]=[CH:37][CH:36]=2)[C:9]2[C:4](=[CH:5][CH:6]=[C:7]([C:25]3[CH:26]=[CH:27][CH:28]=[CH:29][C:24]=3[C:23]([F:34])([F:33])[F:22])[CH:8]=2)[NH:3]1. The reactants are C1CNC=2C=CC=C3C2N1[C@@H]1[C@H]3CN(CC1)C(=O)OCC (ethyl (6bR,10aS)-2,3,6b,9,10,10a-hexahydro-1H-pyrido[3′,4′:4,5]pyrrolo[1,2,3-de]quinoxaline-8(7H)-carboxylate), [OH-].[K+] (KOH). Run in C(CCC)O (n-butanol). Reaction conditions: temperature 119 celsius. Yields the product C1CNC=2C=CC=C3C2N1[C@@H]1[C@H]3CNCC1 ((6bR,10aS)-2,3,6b,7,8,9,10,10a-octahydro-1H-pyrido[3′,4′:4,5]pyrrolo[1,2,3-de]quinoxaline). Isolated yield 87.7%. Reaction SMILES: [CH2:1]1[N:10]2[C@H:11]3[CH2:16][CH2:15][N:14](C(OCC)=O)[CH2:13][C@H:12]3[C:8]3[C:9]2=[C:4]([CH:5]=[CH:6][CH:7]=3)[NH:3][CH2:2]1.[OH-].[K+]>C(O)CCC>[CH2:1]1[N:10]2[C@H:11]3[CH2:16][CH2:15][NH:14][CH2:13][C@H:12]3[C:8]3[C:9]2=[C:4]([CH:5]=[CH:6][CH:7]=3)[NH:3][CH2:2]1 |f:1.2|. Procedure: To ethyl (6bR,10aS)-2,3,6b,9,10,10a-hexahydro-1H-pyrido[3′,4′:4,5]pyrrolo[1,2,3-de]quinoxaline-8(7H)-carboxylate (4.10 g, 14.3 mmol) was added n-butanol (18.0 mL) and KOH powder (3.0 g). The reaction was heated at 119° C. in a sealed tube for 18 hr. The solvent was removed under reduced pressure. To the residue was added water (30 mL) extracted with CH2Cl2 (3×50 mL). The combined organic layers were washed with brine, dried over MgSO4, and concentrated to afford the title compound as a pale yell... Reactants: CC(=O)O, COC(=O)CCn1c(=O)c2c(nc(N3CCCCC3)n2Cc2c(F)cccc2Cl)n(C(C)C)c1=O, [Li+], [OH-], O. The product is CC(C)n1c(=O)n(CCC(=O)O)c(=O)c2c1nc(N1CCCCC1)n2Cc1c(F)cccc1Cl. As a reaction SMILES: [CH3:39][C:40](=[O:41])[OH:42].[Cl:1][c:2]1[c:3]([CH2:4][n:5]2[c:6]([N:25]3[CH2:26][CH2:27][CH2:28][CH2:29][CH2:30]3)[n:7][c:8]3[n:9]([CH:22]([CH3:23])[CH3:24])[c:10](=[O:21])[n:11]([CH2:15][CH2:16][C:17](=[O:18])[O:19][CH3:20])[c:12](=[O:14])[c:13]23)[c:31]([F:35])[cH:32][cH:33][cH:34]1.[Li+:38].[OH-:37].[OH2:36]>>[Cl:1][c:2]1[c:3]([CH2:4][n:5]2[c:6]([N:25]3[CH2:26][CH2:27][CH2:28][CH2:29][CH2:30]3)[n:7][c:8]3[n:9]([CH:22]([CH3:23])[CH3:24])[c:10](=[O:21])[n:11]([CH2:15][CH2:16][C:17](=[O:18])[OH:19])[c:12](=[O:14])[c:13]23)[c:31]([F:35])[cH:32][cH:33][cH:34]1. Reactants: COc1cc(CN2CCC(CCCN3CCC(Nc4nc5ccccc5[nH]4)CC3)(Cc3ccc(F)cc3)C2=O)cc(OC)c1OC, CS(=O)(=O)O, CCOC(C)=O, CCOCC. Product: COc1cc(CN2CCC(CCCN3CCC(Nc4nc5ccccc5[nH]4)CC3)(Cc3ccc(F)cc3)C2=O)cc(OC)c1OC, CS(=O)(=O)O. As a reaction SMILES: [CH3:1][O:2][c:3]1[cH:4][c:5]([CH2:6][N:7]2[C:8](=[O:39])[C:9]([CH2:12][c:13]3[cH:14][cH:15][c:16]([F:19])[cH:17][cH:18]3)([CH2:20][CH2:21][CH2:22][N:23]3[CH2:24][CH2:25][CH:26]([NH:29][c:30]4[n:31][c:32]5[c:33]([nH:34]4)[cH:35][cH:36][cH:37][cH:38]5)[CH2:27][CH2:28]3)[CH2:10][CH2:11]2)[cH:40][c:41]([O:45][CH3:46])[c:42]1[O:43][CH3:44].[CH3:47][S:48]([OH:49])(=[O:50])=[O:51].[CH3:52][CH2:53][O:54][C:55](=[O:56])[CH3:57].[CH3:58][CH2:59][O:60][CH2:61][CH3:62]>>[CH3:1][O:2][c:3]1[cH:4][c:5]([CH2:6][N:7]2[C:8](=[O:39])[C:9]([CH2:12][c:13]3[cH:14][cH:15][c:16]([F:19])[cH:17][cH:18]3)([CH2:20][CH2:21][CH2:22][N:23]3[CH2:24][CH2:25][CH:26]([NH:29][c:30]4[nH:31][c:32]5[c:33]([n:34]4)[cH:35][cH:36][cH:37][cH:38]5)[CH2:27][CH2:28]3)[CH2:10][CH2:11]2)[cH:40][c:41]([O:45][CH3:46])[c:42]1[O:43][CH3:44].[CH3:47][S:48](=[O:49])(=[O:50])[OH:51]. The reactants are Cc1ccccc1CN(C)CC(O)c1ccc2ccccc2c1, O=C(OC(=O)C(F)(F)F)C(F)(F)F, O=C(O)C(F)(F)F. The product is Cc1cccc2c1CN(C)CC2c1ccc2ccccc2c1. RXN SMILES: [CH3:1][N:2]([CH2:3][CH:4]([OH:5])[c:6]1[cH:7][c:8]2[cH:9][cH:10][cH:11][cH:12][c:13]2[cH:14][cH:15]1)[CH2:16][c:17]1[c:18]([CH3:23])[cH:19][cH:20][cH:21][cH:22]1.[F:24][C:25]([F:26])([F:27])[C:28]([O:29][C:30](=[O:31])[C:32]([F:33])([F:34])[F:35])=[O:36].[OH:37][C:38]([C:39]([F:40])([F:41])[F:42])=[O:43]>>[CH3:1][N:2]1[CH2:3][CH:4]([c:6]2[cH:7][c:8]3[cH:9][cH:10][cH:11][cH:12][c:13]3[cH:14][cH:15]2)[c:22]2[c:17]([c:18]([CH3:23])[cH:19][cH:20][cH:21]2)[CH2:16]1. Starting materials: OC(CCN(C(OC)=O)C(C)(C)C=1N=NN(C1)C1=CC=CC=C1)(CC(=C)C)C1=CC=CC=C1 (methyl 3-hydroxy-5-methyl-3-phenylhex-5-enyl(2-(1-phenyl-1H-1,2,3-triazol-4-yl)propan-2-yl)carbamate), [H-].[Na+] (NaH), oil. Run in C1CCOC1 (THF), Cl (HCl), CO (MeOH). Yields the product CC(CC1(CCN(C(O1)=O)C(C)(C)C=1N=NN(C1)C1=CC=CC=C1)C1=CC=CC=C1)=C (6-(2-methylallyl)-6-phenyl-3-(2-(1-phenyl-1H-1,2,3-triazol-4-yl)propan-2-yl)-1,3-oxazinan-2-one). Yield: 67.4%. Reaction SMILES: [OH:1][C:2]([C:28]1[CH:33]=[CH:32][CH:31]=[CH:30][CH:29]=1)([CH2:24][C:25]([CH3:27])=[CH2:26])[CH2:3][CH2:4][N:5]([C:10]([C:13]1[N:14]=[N:15][N:16]([C:18]2[CH:23]=[CH:22][CH:21]=[CH:20][CH:19]=2)[CH:17]=1)([CH3:12])[CH3:11])[C:6](=O)[O:7]C.[H-].[Na+]>C1COCC1.Cl.CO>[CH3:27][C:25](=[CH2:26])[CH2:24][C:2]1([C:28]2[CH:33]=[CH:32][CH:31]=[CH:30][CH:29]=2)[O:1][C:6](=[O:7])[N:5]([C:10]([C:13]2[N:14]=[N:15][N:16]([C:18]3[CH:23]=[CH:22][CH:21]=[CH:20][CH:19]=3)[CH:17]=2)([CH3:11])[CH3:12])[CH2:4][CH2:3]1 |f:1.2|. Procedure: To a stirred solution of methyl 3-hydroxy-5-methyl-3-phenylhex-5-enyl(2-(1-phenyl-1H-1,2,3-triazol-4-yl)propan-2-yl)carbamate (14 mg, 0.031 mmol) in dry THF (1 mL) was added 60% NaH in oil (10 mg, 0.25 mmol). The mixture was heated at 50 C in an oil bath for 1.5 h, cooled, diluted with 5% aq HCl (0.5 mL) and MeOH (0.5 mL) and purified by prep HPLC to afford the title compound (8.7 mg, 67%) as an oil. LC-MS Method 1 tR=1.90 min, m/z=417; 1H NMR (CDCl3) 1.58 (s, 3H), 1.76 (s, 6H), 2.25 (m, 1H), 2.... Reactants: C=O, Clc1ccccc1Cl, O=[N+]([O-])c1ccccc1, [Pd], O=C=Nc1ccccc1, c1ccc(-c2c(-c3ccccc3)c3c(-c4ccccc4)c4ccc(cc5ccc(cc6ccc(cc2n3-c2ccccc2)n6)[nH]5)n4)cc1. Yields the product c1ccc(N=Nc2ccccc2)cc1. As a reaction SMILES: [C:10]=[O:11].[Cl:70][c:71]1[cH:72][cH:73][cH:74][cH:75][c:76]1[Cl:77].[O-:1][N+:2](=[O:3])[c:4]1[cH:5][cH:6][cH:7][cH:8][cH:9]1.[Pd:69].[c:12]1([N:18]=[C:19]=[O:20])[cH:13][cH:14][cH:15][cH:16][cH:17]1.[c:21]1(-[c:22]2[c:23]3[n:24](-[c:25]4[cH:26][cH:27][cH:28][cH:29][cH:30]4)[c:31]([cH:32][c:33]4[n:34][c:35]([cH:36][c:37]5[nH:38][c:39]([cH:40][c:41]6[cH:42][cH:43][c:44]2[n:45]6)[cH:46][cH:47]5)[cH:48][cH:49]4)[c:50](-[c:51]2[cH:52][cH:53][cH:54][cH:55][cH:56]2)[c:57]3-[c:58]2[cH:59][cH:60][cH:61][cH:62][cH:63]2)[cH:64][cH:65][cH:66][cH:67][cH:68]1>>[N:2]([c:4]1[cH:5][cH:6][cH:7][cH:8][cH:9]1)=[N:18][c:12]1[cH:13][cH:14][cH:15][cH:16][cH:17]1.